This data is from the Open Reaction Database (ORD), a public repository of structured organic reaction records. The task is: describe an organic reaction: reactants, conditions, products, and yield Reactants: C(C1=CC=CC=C1)OC(=O)N1C[C@@H]([C@@H](C1)F)CNC1CC1 ((3S,4S)-1-Benzyloxycarbonyl-3-cyclopropylaminomethyl-4-fluoropyrrolidine), [H][H] (hydrogen). Reagents/catalysts: [C].[Pd] (palladium carbon). Run in C(C)O (ethanol). Yields the product C1(CC1)NC[C@H]1CNC[C@H]1F ((3R,4S)-3-cyclopropylaminomethyl-4-fluoropyrrolidine). Yield: 92.0%. As a reaction SMILES: C(OC([N:11]1[CH2:15][C@@H:14]([F:16])[C@@H:13]([CH2:17][NH:18][CH:19]2[CH2:21][CH2:20]2)[CH2:12]1)=O)C1C=CC=CC=1.[H][H]>C(O)C.[C].[Pd]>[CH:19]1([NH:18][CH2:17][C@@H:13]2[C@H:14]([F:16])[CH2:15][NH:11][CH2:12]2)[CH2:21][CH2:20]1 |f:3.4|. Procedure details: (3S,4S)-1-Benzyloxycarbonyl-3-cyclopropylaminomethyl-4-fluoropyrrolidine (2.29 g) was dissolved in ethanol (25 mL). To this solution, 10% palladium carbon (229 mg) was added and the mixture was stirred at room temperature for 1.5 hours under a stream of hydrogen gas. The catalyst in the reaction mixture was filtered and was washed with ethanol. The filtrate and the washings were combined and concentrated under reduced pressure. The resulting residue was distilled under reduced pressure to give (... Reactants: N,N-di(n-butyl), C1(=CC=CC=C1)SC(C(=O)N)C1=CC=C(C=C1)Cl (α-phenylthioα-(4-chlorophenyl] acetamide). Solvent: CO (methanol). Reaction conditions: time 9 hour. Yields the product ClC1=CC=C(C=C1)C1=C(C2=C(S1)C=CC=C2)N(CCCC)CCCC (2-(4-chlorophenyl)-3-di-n-butylaminobenzo(b)-thiophene). RXN SMILES: [C:1]1([S:7][CH:8]([C:12]2[CH:17]=[CH:16][C:15]([Cl:18])=[CH:14][CH:13]=2)[C:9]([NH2:11])=O)[CH:6]=[CH:5][CH:4]=[CH:3][CH:2]=1>CO>[Cl:18][C:15]1[CH:16]=[CH:17][C:12]([C:8]2[S:7][C:1]3[CH:6]=[CH:5][CH:4]=[CH:3][C:2]=3[C:9]=2[N:11]([CH2:9][CH2:8][CH2:12][CH3:13])[CH2:6][CH2:1][CH2:2][CH3:3])=[CH:13][CH:14]=1. Reported procedure: Proceed as in Example 31 starting from the N,N-di(n-butyl) [α-phenylthioα-(4-chlorophenyl] acetamide (yellow oil boiling between 180° and 185° at 0.05 torr). The duration of reaction is 9 hours. 50% of theory of colourless prisms melting between 48° and 50° (methanol) are obtained. Product: FC1=CC=C(C(=O)NC=2C=C(C=CC2)C2NC3=CC=C(C=C3CC2(C)C)C(=O)O)C=C1 (2-[3-(4-fluoro-benzoylamino)-phenyl]-3,3-dimethyl-1,2,3,4-tetrahydro-quinoline-6-carboxylic acid). RXN SMILES: [F:1][C:2]1[CH:10]=[CH:9][C:5]([C:6](O)=[O:7])=[CH:4][CH:3]=1.C(N1C=CN=C1)(N1C=CN=C1)=O.[NH2:23][C:24]1[CH:25]=[C:26]([CH:30]2[C:39]([CH3:41])([CH3:40])[CH2:38][C:37]3[C:32](=[CH:33][CH:34]=[C:35]([C:42]([OH:44])=[O:43])[CH:36]=3)[NH:31]2)[CH:27]=[CH:28][CH:29]=1>CN(C)C=O>[F:1][C:2]1[CH:10]=[CH:9][C:5]([C:6]([NH:23][C:24]2[CH:25]=[C:26]([CH:30]3[C:39]([CH3:40])([CH3:41])[CH2:38][C:37]4[C:32](=[CH:33][CH:34]=[C:35]([C:42]([OH:44])=[O:43])[CH:36]=4)[NH:31]3)[CH:27]=[CH:28][CH:29]=2)=[O:7])=[CH:4][CH:3]=1. Isolated yield 15.5%. Conditions: temperature 50 celsius, time 3 hour. The reactants are FC1=CC=C(C(=O)O)C=C1 (4-fluoro-benzoic acid), C(=O)(N1C=NC=C1)N1C=NC=C1 (1,1′-carbonyldiimidazole), NC=1C=C(C=CC1)C1NC2=CC=C(C=C2CC1(C)C)C(=O)O (2-(3-amino-phenyl)-3,3-dimethyl-1,2,3,4-tetrahydro-quinoline-6-carboxylic acid). Run in CN(C=O)C (N,N-dimethylformamide), CN(C=O)C (N,N-dimethylformamide). Procedure: A solution of 4-fluoro-benzoic acid (119 mg, 0.85 mmol) and 1,1′-carbonyldiimidazole (179 mg, 1.1 mmol) in N,N-dimethylformamide (1.5 mL) was stirred at 70° C. for 1 h. Then a solution of 2-(3-amino-phenyl)-3,3-dimethyl-1,2,3,4-tetrahydro-quinoline-6-carboxylic acid (200 mg, 0.68 mmol) in N,N-dimethylformamide (1.5 mL) was added and the mixture was allowed to stir at 50° C. for 3 h. Purification by Waters automated flash system (column: Xterra 30 mm×100 mm, sample manager 2767, pump 2525, detect... Reactants: C(CC)C1=C(OCCCCCSCC2SC(OC2)(CCC(=O)OCC)CCC(=O)OCC)C=CC=C1 (Diethyl 4-[[[5-(2-propylphenoxy)pentyl]thio]methyl]-1,3-oxathiolane-2,2-dipropanoate), [OH-].[Li+] (lithium hydroxide). The product is C(CC)C1=C(OCCCCCSCC2SC(OC2)(CCC(=O)O)CCC(=O)O)C=CC=C1 (4-[[[5-(2-Propylphenoxy)pentyl]thio]methyl]-1,3-oxathiolane-2,2-dipropanoic acid). RXN SMILES: [CH2:1]([C:4]1[CH:36]=[CH:35][CH:34]=[CH:33][C:5]=1[O:6][CH2:7][CH2:8][CH2:9][CH2:10][CH2:11][S:12][CH2:13][CH:14]1[CH2:18][O:17][C:16]([CH2:26][CH2:27][C:28]([O:30]CC)=[O:29])([CH2:19][CH2:20][C:21]([O:23]CC)=[O:22])[S:15]1)[CH2:2][CH3:3].[OH-].[Li+]>>[CH2:1]([C:4]1[CH:36]=[CH:35][CH:34]=[CH:33][C:5]=1[O:6][CH2:7][CH2:8][CH2:9][CH2:10][CH2:11][S:12][CH2:13][CH:14]1[CH2:18][O:17][C:16]([CH2:19][CH2:20][C:21]([OH:23])=[O:22])([CH2:26][CH2:27][C:28]([OH:30])=[O:29])[S:15]1)[CH2:2][CH3:3] |f:1.2|. Reported procedure: The title compound was prepared according to the procedure of Example 3 using the ester produced in Example 8 (0.80 g, 0.0015 mol) and aqueous lithium hydroxide solution (2 M, 3.0 ml). The product, 0.78 g (89%), was obtained as an oil. The reactants are CCN(C(C)C)C(C)C, C1CCOC1, COc1ccc(C2CCCCC2)c2sc(N)nc12, O=C(Cl)c1ccc(CCl)cc1, ClCCl. Yields the product COc1ccc(C2CCCCC2)c2sc(NC(=O)c3ccc(CCl)cc3)nc12. As a reaction SMILES: [CH2:19]([N:20]([CH:21]([CH3:22])[CH3:23])[CH:24]([CH3:25])[CH3:26])[CH3:27].[CH2:39]1[O:40][CH2:41][CH2:42][CH2:43]1.[CH:1]1([c:7]2[cH:8][cH:9][c:10]([O:17][CH3:18])[c:11]3[n:12][c:13]([NH2:16])[s:14][c:15]23)[CH2:2][CH2:3][CH2:4][CH2:5][CH2:6]1.[Cl:28][CH2:29][c:30]1[cH:31][cH:32][c:33]([C:34](=[O:35])[Cl:36])[cH:37][cH:38]1.[Cl:44][CH2:45][Cl:46]>>[CH:1]1([c:7]2[cH:8][cH:9][c:10]([O:17][CH3:18])[c:11]3[n:12][c:13]([NH:16][C:34]([c:33]4[cH:32][cH:31][c:30]([CH2:29][Cl:28])[cH:38][cH:37]4)=[O:35])[s:14][c:15]23)[CH2:2][CH2:3][CH2:4][CH2:5][CH2:6]1.